From a dataset of the Open Reaction Database (ORD), a public repository of structured organic reaction records. describe an organic reaction: reactants, conditions, products, and yield Starting materials: CNN (methylhydrazine), CN(C)C=C1C(CCCC1=O)=O (2-(dimethylaminomethylene)-cyclohexane-1,3-dione). The solvent is CO (methanol), CO (methanol). Product: CN1N=CC=2C(CCCC12)=O (1-Methyl-1,5,6,7-tetrahydro-4H-indazol-4-one). The yield is 89.3%. RXN SMILES: [CH3:1][NH:2][NH2:3].CN([CH:7]=[C:8]1[C:13](=[O:14])[CH2:12][CH2:11][CH2:10][C:9]1=O)C>CO>[CH3:1][N:2]1[C:9]2[CH2:10][CH2:11][CH2:12][C:13](=[O:14])[C:8]=2[CH:7]=[N:3]1. Reported procedure: A solution of 46.1 g (1.0 mol) of methylhydrazine in 400 ml of methanol is slowly added dropwise at ambient temperature to a solution of 167.2 g (1.0 mol) of 2-(dimethylaminomethylene)-cyclohexane-1,3-dione in 2000 ml of methanol. The reaction mixture is then refluxed for 1.5 hours. It is evaporated dryness in vacuo and the crude product obtained is purified by chromatography on silica gel (made by Baker, 30-60 μm) with a mixture of ethyl acetate and cyclohexane=9:1. Reactants: C[Si](CCOCN(C1=CC(=NC=2N1N=CC2)C2CCN(CC2)C(=O)OC(C)(C)C)COCC[Si](C)(C)C)(C)C (tert-butyl 4-(7-(bis((2-(trimethylsilyl)ethoxy)methyl)amino)pyrazolo[1,5-a]pyrimidin-5-yl)piperidine-1-carboxylate), IN1C(CCC1=O)=O (N-iodosuccinimide). Run in CC#N (CH3CN), ClCCl (dichloromethane). Conditions: time 1.5 hour. Product: C[Si](CCOCN(C1=CC(=NC=2N1N=CC2I)C2CCN(CC2)C(=O)OC(C)(C)C)COCC[Si](C)(C)C)(C)C (tert-butyl 4-(7-(bis((2-(trimethylsilyl)ethoxy)methyl)amino)-3-iodopyrazolo[1,5-a]pyrimidin-5-yl)piperidine-1-carboxylate). Isolated yield 94.9%. As a reaction SMILES: [CH3:1][Si:2]([CH3:39])([CH3:38])[CH2:3][CH2:4][O:5][CH2:6][N:7]([CH2:30][O:31][CH2:32][CH2:33][Si:34]([CH3:37])([CH3:36])[CH3:35])[C:8]1[N:13]2[N:14]=[CH:15][CH:16]=[C:12]2[N:11]=[C:10]([CH:17]2[CH2:22][CH2:21][N:20]([C:23]([O:25][C:26]([CH3:29])([CH3:28])[CH3:27])=[O:24])[CH2:19][CH2:18]2)[CH:9]=1.[I:40]N1C(=O)CCC1=O>CC#N.ClCCl>[CH3:37][Si:34]([CH3:36])([CH3:35])[CH2:33][CH2:32][O:31][CH2:30][N:7]([CH2:6][O:5][CH2:4][CH2:3][Si:2]([CH3:1])([CH3:38])[CH3:39])[C:8]1[N:13]2[N:14]=[CH:15][C:16]([I:40])=[C:12]2[N:11]=[C:10]([CH:17]2[CH2:22][CH2:21][N:20]([C:23]([O:25][C:26]([CH3:29])([CH3:28])[CH3:27])=[O:24])[CH2:19][CH2:18]2)[CH:9]=1. Procedure details: To tert-butyl 4-(7-(bis((2-(trimethylsilyl)ethoxy)methyl)amino)pyrazolo[1,5-a]pyrimidin-5-yl)piperidine-1-carboxylate (Int-9f, 18.8 g, 32.5 mmol) in CH3CN (130 mL) and dichloromethane (130 mL) was added N-iodosuccinimide (8 g, 35.8 mmol) portionwise and the resulting mixture was stirred at room temperature for 1.5 h, at which time LC/MS confirmed full conversion of starting material to product. Solvent was removed in vacuo and the residue was purified by column chromatography on silica gel. Elut... Starting materials: COc1ccccc1, ClCCCl, Cl[Al](Cl)Cl, O=C(Cl)Cc1cccc(C(F)(F)F)c1, O. Yields the product COc1ccc(C(=O)Cc2cccc(C(F)(F)F)c2)cc1. As a reaction SMILES: [CH3:1][O:2][c:3]1[cH:4][cH:5][cH:6][cH:7][cH:8]1.[Cl:13][CH2:14][CH2:15][Cl:16].[Cl:9][Al:10]([Cl:11])[Cl:12].[F:17][C:18]([c:19]1[cH:20][c:21]([CH2:25][C:26](=[O:27])[Cl:28])[cH:22][cH:23][cH:24]1)([F:29])[F:30].[OH2:31]>>[CH3:1][O:2][c:3]1[cH:4][cH:5][c:6]([C:26]([CH2:25][c:21]2[cH:20][c:19]([C:18]([F:17])([F:29])[F:30])[cH:24][cH:23][cH:22]2)=[O:27])[cH:7][cH:8]1. The reactants are N1(CCCCC1)CCOCC(CC(=O)OCC)=O (ethyl 4-(2-(1-piperidinyl)ethoxy)acetoacetate), N1=CC=C(C=C1)CCCO (3-(4-pyridyl)propanol), C(C)O (ethanol). Run in C1(=CC=CC=C1)C (toluene). Run at time 18 hour. Yields the product N1(CCCCC1)CCOCC(CC(=O)OCCCC1=CC=NC=C1)=O (3-(4-Pyridyl)propyl 4-(2-(1-piperidinyl)ethoxy)acetoacetate). The yield is 165.4%. As a reaction SMILES: [N:1]1([CH2:7][CH2:8][O:9][CH2:10][C:11](=[O:18])[CH2:12][C:13]([O:15][CH2:16][CH3:17])=[O:14])[CH2:6][CH2:5][CH2:4][CH2:3][CH2:2]1.[N:19]1[CH:24]=[CH:23][C:22]([CH2:25]CCO)=[CH:21][CH:20]=1.C(O)C>C1(C)C=CC=CC=1>[N:1]1([CH2:7][CH2:8][O:9][CH2:10][C:11](=[O:18])[CH2:12][C:13]([O:15][CH2:16][CH2:17][CH2:25][C:22]2[CH:23]=[CH:24][N:19]=[CH:20][CH:21]=2)=[O:14])[CH2:2][CH2:3][CH2:4][CH2:5][CH2:6]1. Procedure: A solution of ethyl 4-(2-(1-piperidinyl)ethoxy)acetoacetate (6.46 g, 25.20 mmol) and 3-(4-pyridyl)propanol (1.9 ml, 14.49 mmol) was heated in toluene (500 ml), with azeotropic removal of ethanol, for 4 h. The solution was allowed to cool with stirring for 18 h and was then concentrated to give the title compound (8.35 g). Electrospray MS m/z 349 [M+H]+.